Dataset: the Open Reaction Database (ORD), a public repository of structured organic reaction records. Task: describe an organic reaction: reactants, conditions, products, and yield Reactants: COC1(O)OC(C(O)C(c2ccccc2)(c2ccccc2)c2ccccc2)CC1O, COCCN(CCOC)S(F)(F)F, Cc1ccccc1. The product is COC1(O)OC(C(O)C(c2ccccc2)(c2ccccc2)c2ccccc2)CC1(O)F. Reaction SMILES: [CH3:1][O:2][C:3]1([OH:4])[CH:5]([OH:6])[CH2:7][CH:8]([CH:10]([OH:11])[C:12]([c:13]2[cH:14][cH:15][cH:16][cH:17][cH:18]2)([c:19]2[cH:20][cH:21][cH:22][cH:23][cH:24]2)[c:25]2[cH:26][cH:27][cH:28][cH:29][cH:30]2)[O:9]1.[CH3:31][O:32][CH2:33][CH2:34][N:35]([S:36]([F:37])([F:38])[F:41])[CH2:39][CH2:40][O:42][CH3:43].[CH3:44][c:45]1[cH:46][cH:47][cH:48][cH:49][cH:50]1>>[CH3:1][O:2][C:3]1([OH:4])[C:5]([OH:6])([F:41])[CH2:7][CH:8]([CH:10]([OH:11])[C:12]([c:13]2[cH:14][cH:15][cH:16][cH:17][cH:18]2)([c:19]2[cH:20][cH:21][cH:22][cH:23][cH:24]2)[c:25]2[cH:26][cH:27][cH:28][cH:29][cH:30]2)[O:9]1. Procedure details: To a benzene suspension of 194 mg of 80% NaH in mineral oil, a solution of 1.62 g of dimethyl-(2-oxo-octyl)phosphonate in 5 ml of benzene was added dropwise and continually stirred until there was no more evolution of hydrogen. The 1.24 g of N-bromo-caprolactam were added to form the carbanion of dimethyl-(1-bromo-2-oxo-octyl)-phosphonate. After 15 minutes the solution of the aldehyde, prepared as described above, was added and the reaction mixture stirred for 15 minutes. The solvent is C1=CC=CC=C1 (benzene), C1=CC=CC=C1 (benzene). Reactants: COP(OC)(=O)CC(CCCCCC)=O (dimethyl-(2-oxo-octyl)phosphonate), [H][H] (hydrogen), BrN1C(CCCCC1)=O (N-bromo-caprolactam), [H-].[Na+] (NaH). The product is carbanion, COP(OC)(=O)C(C(CCCCCC)=O)Br (dimethyl-(1-bromo-2-oxo-octyl)-phosphonate). RXN SMILES: [H-].[Na+].[CH3:3][O:4][P:5]([CH2:9][C:10](=[O:17])[CH2:11][CH2:12][CH2:13][CH2:14][CH2:15][CH3:16])(=[O:8])[O:6][CH3:7].[H][H].[Br:20]N1CCCCCC1=O>C1C=CC=CC=1>[CH3:3][O:4][P:5]([CH:9]([Br:20])[C:10](=[O:17])[CH2:11][CH2:12][CH2:13][CH2:14][CH2:15][CH3:16])(=[O:8])[O:6][CH3:7] |f:0.1|.